The task is: describe an organic reaction: reactants, conditions, products, and yield. This data is from the Open Reaction Database (ORD), a public repository of structured organic reaction records. Starting materials: C(C)(C)(C)OC(=O)N1CC(CC1)OC1=CC=C(C=O)C=C1 (4-(1-tert-butoxycarbonylpyrrolidin-3-yloxy)benzaldehyde), ClC1=CC(=CC=C1)C(=O)OO (3-chloroperbenzoic acid), C(O)([O-])=O.[Na+] (sodium hydrogencarbonate), S(=S)(=O)([O-])[O-].[Na+].[Na+] (sodium thiosulfate). The solvent is C(Cl)Cl (methylene chloride). Conditions: time 4.5 hour. Yields the product C(C)(C)(C)OC(=O)N1CC(CC1)OC1=CC=C(C=C1)O (4-(1-tert-Butoxycarbonylpyrrolidin-3-yloxy)phenol). Isolated yield 73.0%. Reaction SMILES: [C:1]([O:5][C:6]([N:8]1[CH2:12][CH2:11][CH:10]([O:13][C:14]2[CH:21]=[CH:20][C:17](C=O)=[CH:16][CH:15]=2)[CH2:9]1)=[O:7])([CH3:4])([CH3:3])[CH3:2].ClC1C=CC=C(C(OO)=[O:30])C=1.C(=O)([O-])O.[Na+].S([O-])([O-])(=O)=S.[Na+].[Na+]>C(Cl)Cl>[C:1]([O:5][C:6]([N:8]1[CH2:12][CH2:11][CH:10]([O:13][C:14]2[CH:21]=[CH:20][C:17]([OH:30])=[CH:16][CH:15]=2)[CH2:9]1)=[O:7])([CH3:4])([CH3:3])[CH3:2] |f:2.3,4.5.6|. Reported procedure: To a solution of 4-(1-tert-butoxycarbonylpyrrolidin-3-yloxy)benzaldehyde (500 mg) in methylene chloride (10 ml) was added 70% 3-chloroperbenzoic acid (712 mg) with ice-cooling, and the mixture was stirred at room temperature for 4.5 hours. After completion of the reaction, aqueous sodium hydrogencarbonate solution and aqueous sodium thiosulfate solution were added, and the mixture was extracted with methylene chloride and washed successively with water and saturated brine. The organic layer was ... Reactants: C(\C=C\C(=O)O)(=O)O (Fumaric acid), NC1=NC(=C(C(=N1)C)CC1=CC=C(C=C1)CC(=O)OCCCCN(C)C)NCCCCC (4-(dimethylamino)butyl 2-(4-((2-amino-4-methyl-6-(pentylamino)pyrimidin-5-yl)methyl)phenyl)acetate). Run in C(C)O (ethanol), C(C)(C)OC(=O)C (iPrOAc). Run at temperature 25 celsius, time 5 hour. Yields the product C(\C=C\C(=O)O)(=O)O.C(\C=C\C(=O)O)(=O)O.NC1=NC(=C(C(=N1)C)CC1=CC=C(C=C1)CC(=O)OCCCCN(C)C)NCCCCC (4-(dimethylamino)butyl 2-(4-((2-amino-4-methyl-6-(pentylamino)pyrimidin-5-yl)methyl)phenyl)acetate difumaric acid salt). Reaction SMILES: [C:1]([OH:8])(=[O:7])/[CH:2]=[CH:3]/[C:4]([OH:6])=[O:5].[NH2:9][C:10]1[N:15]=[C:14]([CH3:16])[C:13]([CH2:17][C:18]2[CH:23]=[CH:22][C:21]([CH2:24][C:25]([O:27][CH2:28][CH2:29][CH2:30][CH2:31][N:32]([CH3:34])[CH3:33])=[O:26])=[CH:20][CH:19]=2)=[C:12]([NH:35][CH2:36][CH2:37][CH2:38][CH2:39][CH3:40])[N:11]=1>C(O)C.C(OC(C)=O)(C)C>[C:1]([OH:8])(=[O:7])/[CH:2]=[CH:3]/[C:4]([OH:6])=[O:5].[C:1]([OH:8])(=[O:7])/[CH:2]=[CH:3]/[C:4]([OH:6])=[O:5].[NH2:9][C:10]1[N:15]=[C:14]([CH3:16])[C:13]([CH2:17][C:18]2[CH:19]=[CH:20][C:21]([CH2:24][C:25]([O:27][CH2:28][CH2:29][CH2:30][CH2:31][N:32]([CH3:33])[CH3:34])=[O:26])=[CH:22][CH:23]=2)=[C:12]([NH:35][CH2:36][CH2:37][CH2:38][CH2:39][CH3:40])[N:11]=1 |f:4.5.6|. Procedure: Fumaric acid (52.6 mg) was added to a stirred solution of 4-(dimethylamino)butyl 2-(4-((2-amino-4-methyl-6-(pentylamino)pyrimidin-5-yl)methyl)phenyl)acetate (100.0 mg) in ethanol (0.6 ml). The solution was diluted with iPrOAc (0.6 ml) and stirred at 25° C. for 5 h. The resulting precipitate was collected by filtration, washed with combined solution with iPrOAc (0.6 ml) and ethanol (0.6 ml), and dried under reduced pressure to give the title compound as a white solid, 125.6 mg. The reactants are CC(C)CC(C(=O)N1CCC2OCC(O)C21)N(C(=O)[O-])C(C)(C)C, C1COCCO1, Cl, CCCN1CCN(c2ccc(C(=O)NC(CC(C)C)C(=O)N3CCC4OCC(O)C43)cc2)CC1. Product: Cl, CC(C)CC(N)C(=O)N1CCC2OCC(O)C21. RXN SMILES: [C:42]([N:43]([CH:44]([CH2:45][CH:46]([CH3:47])[CH3:48])[C:49]([N:50]1[CH2:51][CH2:52][CH:53]2[O:54][CH2:55][CH:56]([OH:57])[CH:58]12)=[O:59])[C:60](=[O:61])[O-:62])([CH3:63])([CH3:64])[CH3:65].[CH2:36]1[O:37][CH2:38][CH2:39][O:40][CH2:41]1.[ClH:35].[OH:1][CH:2]1[CH2:3][O:4][CH:5]2[CH:6]1[N:7]([C:10]([CH:11]([CH2:12][CH:13]([CH3:14])[CH3:15])[NH:16][C:17](=[O:18])[c:19]1[cH:20][cH:21][c:22]([N:23]3[CH2:24][CH2:25][N:26]([CH2:27][CH2:28][CH3:29])[CH2:30][CH2:31]3)[cH:32][cH:33]1)=[O:34])[CH2:8][CH2:9]2>>[ClH:35].[OH:1][CH:2]1[CH2:3][O:4][CH:5]2[CH:6]1[N:7]([C:10]([CH:11]([CH2:12][CH:13]([CH3:14])[CH3:15])[NH2:16])=[O:34])[CH2:8][CH2:9]2. Reactants: C(CC)(=O)C1=CC=NC=C1 (4-propionylpyridine), C(NN)(=O)OCC (ethyl carbazate). Run in C(C)O (ethanol). The product is N1=CC=C(C=C1)C(CC)=NNC(=O)OCC (ethyl [1-(4-pyridinyl)propylidene]carbazate). Isolated yield 49.0%. As a reaction SMILES: [C:1]([C:5]1[CH:10]=[CH:9][N:8]=[CH:7][CH:6]=1)(=O)[CH2:2][CH3:3].[C:11]([O:15][CH2:16][CH3:17])(=[O:14])[NH:12][NH2:13]>C(O)C>[N:8]1[CH:9]=[CH:10][C:5]([C:1](=[N:13][NH:12][C:11]([O:15][CH2:16][CH3:17])=[O:14])[CH2:2][CH3:3])=[CH:6][CH:7]=1. Procedure: A solution of 4.05 gm (0.03 mole) of 4-propionylpyridine, 3.12 gm (0.03 mole) of ethyl carbazate and 100 ml of absolute ethanol is refluxed 6 hr. The hot solution is filtered. The filtrate is diluted with water to the cloud point. The mixture is cooled to room temperature and then chilled in the refrigerator to give crystals which are collected, washed with Skellysolve B and dried to yield 3.25 gm (49%) of the title compound having a melting point of 147.1° C. Procedure: A mixture of 228 mg. of 1,4-bis[2-(3-hydroxypropylamino)ethylamino]-5,8-dihydroxyanthraquinone, 134 mg. of DL-malic acid and 50 ml. of ethanol is heated under reflux for 30 minutes to give the title compound. Reactants: OCCCNCCNC1=CC=C(C=2C(C3=C(C=CC(=C3C(C12)=O)O)O)=O)NCCNCCCO (1,4-bis[2-(3-hydroxypropylamino)ethylamino]-5,8-dihydroxyanthraquinone), C(C(O)CC(=O)O)(=O)O (DL-malic acid). The product is C(C(O)CC(=O)O)(=O)O.C(C(O)CC(=O)O)(=O)O.OCCCNCCNC1=CC=C(C=2C(C3=C(C=CC(=C3C(C12)=O)O)O)=O)NCCNCCCO (1,4-Bis[2-(3-hydroxypropylamino)ethylamino]-5,8-dihydroxyanthraquinone dimalate salt). As a reaction SMILES: [OH:1][CH2:2][CH2:3][CH2:4][NH:5][CH2:6][CH2:7][NH:8][C:9]1[C:22]2[C:21](=[O:23])[C:20]3[C:15](=[C:16]([OH:25])[CH:17]=[CH:18][C:19]=3[OH:24])[C:14](=[O:26])[C:13]=2[C:12]([NH:27][CH2:28][CH2:29][NH:30][CH2:31][CH2:32][CH2:33][OH:34])=[CH:11][CH:10]=1.[C:35]([OH:43])(=[O:42])[CH:36]([CH2:38][C:39]([OH:41])=[O:40])[OH:37]>C(O)C>[C:35]([OH:43])(=[O:42])[CH:36]([CH2:38][C:39]([OH:41])=[O:40])[OH:37].[C:35]([OH:43])(=[O:42])[CH:36]([CH2:38][C:39]([OH:41])=[O:40])[OH:37].[OH:1][CH2:2][CH2:3][CH2:4][NH:5][CH2:6][CH2:7][NH:8][C:9]1[C:22]2[C:21](=[O:23])[C:20]3[C:15](=[C:16]([OH:25])[CH:17]=[CH:18][C:19]=3[OH:24])[C:14](=[O:26])[C:13]=2[C:12]([NH:27][CH2:28][CH2:29][NH:30][CH2:31][CH2:32][CH2:33][OH:34])=[CH:11][CH:10]=1 |f:3.4.5|. The solvent is C(C)O (ethanol).